This data is from the Open Reaction Database (ORD), a public repository of structured organic reaction records. The task is: describe an organic reaction: reactants, conditions, products, and yield The reactants are C(C)(=O)OCC (ethyl acetate), C[C@H](CO)[C@H](C)OC1OCCCC1 ((2R,3S)-2-methyl-3-tetrahydropyranyloxy-l-butanol), [H-].[Na+] (sodium hydride), C(CCC)I (n-BuI). Run in CN(C)C=O (DMF). Yields the product C(CCC)OCC(C(C)OC1OCCCC1)C (1-butoxy-2-methyl-3-tetrahydropyranyloxybutane). As a reaction SMILES: [CH3:1][C@@H:2]([C@@H:5]([O:7][CH:8]1[CH2:13][CH2:12][CH2:11][CH2:10][O:9]1)[CH3:6])[CH2:3][OH:4].[CH2:14](I)[CH2:15][CH2:16][CH3:17].[H-].[Na+].C(OCC)(=O)C>CN(C=O)C>[CH2:14]([O:4][CH2:3][CH:2]([CH3:1])[CH:5]([O:7][CH:8]1[CH2:13][CH2:12][CH2:11][CH2:10][O:9]1)[CH3:6])[CH2:15][CH2:16][CH3:17] |f:2.3|. Reported procedure: 1.88 g (10 retool) of the crude (2R,3S)-2-methyl-3-tetrahydropyranyloxy-l-butanol was dissolved in 30 ml of DMF. Thereto was added 18.4 g of n-BuI. Thereto was further added carefully by small portions 4 g of oily sodium hydride (about 60%), with ice cooling. To the reaction mixture was added 300 ml of ethyl acetate. The insoluble materials were removed by filtration. The filtrate was washed with two 100 ml-portions of water, dried and concentrated under reduced pressure to obtain crude 1-butoxy... The reactants are C(C)OC(CC1=CC(=C(C=C1)OC)OC1=C(C=C(C=C1)Br)CBr)=O ([3-(4-Bromo-2-bromomethyl-phenoxy)-4-methoxy-phenyl]-acetic acid ethyl ester), CC(C)S (2-propanethiol), [H-].[Na+] (Sodium hydride). Solvent: O1CCOCC1 (1,4-dioxane). Run at time 20 minute. Product: C(C)OC(CC1=CC(=C(C=C1)OC)OC1=C(C=C(C=C1)Br)CSC(C)C)=O ([3-(4-Bromo-2-isopropylsulfanylmethyl-phenoxy)-4-methoxy-phenyl]-acetic acid ethyl ester). RXN SMILES: [CH2:1]([O:3][C:4](=[O:24])[CH2:5][C:6]1[CH:11]=[CH:10][C:9]([O:12][CH3:13])=[C:8]([O:14][C:15]2[CH:20]=[CH:19][C:18]([Br:21])=[CH:17][C:16]=2[CH2:22]Br)[CH:7]=1)[CH3:2].[CH3:25][CH:26]([SH:28])[CH3:27].[H-].[Na+]>O1CCOCC1>[CH2:1]([O:3][C:4](=[O:24])[CH2:5][C:6]1[CH:11]=[CH:10][C:9]([O:12][CH3:13])=[C:8]([O:14][C:15]2[CH:20]=[CH:19][C:18]([Br:21])=[CH:17][C:16]=2[CH2:22][S:28][CH:26]([CH3:27])[CH3:25])[CH:7]=1)[CH3:2] |f:2.3|. Reported procedure: [3-(4-Bromo-2-bromomethyl-phenoxy)-4-methoxy-phenyl]-acetic acid ethyl ester (0.4 g, 0.87 mmol) and 2-propanethiol (0.08 g, 1.0 mmol) were combined in 1,4-dioxane (20 mL). Sodium hydride (60% in mineral oil; 0.04 g, 1.0 mmol) was added, and the reaction was stirred at room temperature for 20 minutes. The mixture was worked up to give the title compound. The reactants are ClC1=C(C=C(C(=O)N(C)C2=C(C=CC=C2C)OC)C=C1)C=1C=NC(=CC1C)Cl (4-chloro-3-(6-chloro-4-methyl-pyridin-3-yl)-N-(2-methoxy-6-methyl-phenyl)-N-methyl-benzamide), C[S-].[Na+] (sodium thiomethoxide), CS(=O)C (DMSO). Reaction conditions: temperature 80 celsius. Yields the product ClC1=C(C=C(C(=O)N(C)C2=C(C=CC=C2C)OC)C=C1)C=1C(=NC(=CC1C)C)S (4-chloro-N-(2-methoxy-6-methyl-phenyl)-N-methyl-3-(4-methyl-6-methyl-sulfanylpyridin-3-yl)-benzamide). RXN SMILES: [Cl:1][C:2]1[CH:20]=[CH:19][C:5]([C:6]([N:8]([C:10]2[C:15]([CH3:16])=[CH:14][CH:13]=[CH:12][C:11]=2[O:17][CH3:18])[CH3:9])=[O:7])=[CH:4][C:3]=1[C:21]1C=[N:23][C:24](Cl)=[CH:25][C:26]=1[CH3:27].[CH3:29][S-].[Na+].C[S:33]([CH3:35])=O>>[Cl:1][C:2]1[CH:20]=[CH:19][C:5]([C:6]([N:8]([C:10]2[C:15]([CH3:16])=[CH:14][CH:13]=[CH:12][C:11]=2[O:17][CH3:18])[CH3:9])=[O:7])=[CH:4][C:3]=1[C:21]1[C:35]([SH:33])=[N:23][C:24]([CH3:29])=[CH:25][C:26]=1[CH3:27] |f:1.2|. Procedure: A mixture of 4-chloro-3-(6-chloro-4-methyl-pyridin-3-yl)-N-(2-methoxy-6-methyl-phenyl)-N-methyl-benzamide 2-31 (20.0 mg, 0.048 mmol) and sodium thiomethoxide (3.3 mg, 0.048 mmol) in DMSO (1 mL) was heated at 80° C. for 1 hr. The mixture was partitioned between ethyl acetate and water. The organic layer was separated and purified by HPLC yielding 4-chloro-N-(2-methoxy-6-methyl-phenyl)-N-methyl-3-(4-methyl-6-methyl-sulfanylpyridin-3-yl)-benzamide (4.3 mg). MS (M+H)+: 426.9; tR=7.92 min. (method 2)...